From a dataset of the Open Reaction Database (ORD), a public repository of structured organic reaction records. describe an organic reaction: reactants, conditions, products, and yield Isolated yield 17.9%. Procedure details: Using the procedure described in Example I step A and starting from 43.5 g o-allylphenol and 140 g dibromoethane, 35 g of crude product are produced which after distillation under reduced pressure give 14 g of pure compound. The latter boils at 150°-154° under 18-20 mm Hg. Reaction SMILES: [CH2:1]([C:4]1[CH:9]=[CH:8][CH:7]=[CH:6][C:5]=1[OH:10])[CH:2]=[CH2:3].[Br:11][CH:12](Br)[CH3:13]>>[CH2:1]([C:4]1[CH:9]=[CH:8][CH:7]=[CH:6][C:5]=1[O:10][CH2:13][CH2:12][Br:11])[CH:2]=[CH2:3]. The product is C(C=C)C1=C(OCCBr)C=CC=C1 ((2-allylphenoxyethyl) bromide). The reactants are C(C=C)C1=C(C=CC=C1)O (o-allylphenol), BrC(C)Br (dibromoethane), crude product. Starting materials: [Cl-].[NH4+] (ammonium chloride), C1(CCCC(N1)=O)=O (glutarimide), C(C1=CC=CC=C1)N1C2=C(N([C@H]3[C@@H](C1=O)CCC3)C(CBr)=O)C=CC=C2 ((3aR*,10aS*)-9-benzyl-4-(bromoacetyl)-2,3,3a,4,9,10a-hexahydrobenzo[b]-cyclopenta[e][1,4]diazepin-10(1H)-one), [H-].[Na+] (sodium hydride). The solvent is CN(C=O)C (N,N-dimethylformamide). Conditions: time 30 minute. Yields the product C(C1=CC=CC=C1)C1CCC2N(C3=C(NC(C21)=O)C=CC=C3)C(CN3C(CCCC3=O)=O)=O (Benzyl-4-(glutarimidoacetyl)-2,3,3a,4,9,10a-hexahydrobenzo[b]cyclopenta[e][1,4]-diazepin-10(1H)-one). Isolated yield 114.1%. Reaction SMILES: [C:1]1(=[O:8])[NH:6][C:5](=[O:7])[CH2:4][CH2:3][CH2:2]1.[H-].[Na+].[CH2:11]([N:18]1[C:24](=[O:25])[C@H:23]2CCC[C@H]2[N:21]([C:29](=[O:32])[CH2:30]Br)[C:20]2[CH:33]=[CH:34][CH:35]=[CH:36][C:19]1=2)[C:12]1[CH:17]=[CH:16][CH:15]=[CH:14][CH:13]=1.[Cl-].[NH4+]>CN(C)C=O>[CH2:15]([CH:16]1[CH:30]2[CH:11]([N:18]([C:24](=[O:25])[CH2:23][N:6]3[C:5](=[O:7])[CH2:4][CH2:3][CH2:2][C:1]3=[O:8])[C:19]3[CH:36]=[CH:35][CH:34]=[CH:33][C:20]=3[NH:21][C:29]2=[O:32])[CH2:12][CH2:17]1)[C:14]1[CH:13]=[CH:4][CH:3]=[CH:2][CH:1]=1 |f:1.2,4.5|. Procedure details: To a solution of glutarimide (136 mg, 1.2 mmol) in N,N-dimethylformamide (2 mL) was added, at 0° C., sodium hydride (60% liquid paraffin dispersion, 44 mg, 1.1 mmol), and the mixture was stirred for 5 minutes. To this mixture was added (3aR*,10aS*)-9-benzyl-4-(bromoacetyl)-2,3,3a,4,9,10a-hexahydrobenzo[b]-cyclopenta[e][1,4]diazepin-10(1H)-one (413 mg, 1 mmol), and the mixture was stirred for 30 minutes at room temperature. The reaction mixture was poured into a saturated aqueous solution of ammo...